Dataset: the Open Reaction Database (ORD), a public repository of structured organic reaction records. Task: describe an organic reaction: reactants, conditions, products, and yield Reactants: O.NN (hydrazine hydrate), Cl.[N+](=O)([O-])C1=CC=C(C(=O)NCC2(CCCCC2)N2CCCCC2)C=C1 (1-[1-(p-nitrobenzamidomethyl) cyclohexyl]piperidine hydrochloride), [OH-].[Na+] (NaOH). Reagents/catalysts: [Ni] (Raney Nickel). Run in C(C)O (ethanol), O (water), C(C)O (ethanol). Run at time 2 hour. The product is NC1=CC=C(C(=O)NCC2(CCCCC2)N2CCCCC2)C=C1 (1-[1-(p-aminobenzamidomethyl) cyclohexyl]piperidine). Yield: 57.5%. Reaction SMILES: Cl.[N+:2]([C:5]1[CH:26]=[CH:25][C:8]([C:9]([NH:11][CH2:12][C:13]2([N:19]3[CH2:24][CH2:23][CH2:22][CH2:21][CH2:20]3)[CH2:18][CH2:17][CH2:16][CH2:15][CH2:14]2)=[O:10])=[CH:7][CH:6]=1)([O-])=O.[OH-].[Na+].O.NN>O.C(O)C.[Ni]>[NH2:2][C:5]1[CH:6]=[CH:7][C:8]([C:9]([NH:11][CH2:12][C:13]2([N:19]3[CH2:24][CH2:23][CH2:22][CH2:21][CH2:20]3)[CH2:18][CH2:17][CH2:16][CH2:15][CH2:14]2)=[O:10])=[CH:25][CH:26]=1 |f:0.1,2.3,4.5|. Reported procedure: A solution of 1-[1-(p-nitrobenzamidomethyl) cyclohexyl]piperidine hydrochloride (2 g.) in water (20 ml) was made alkaline with 5N NaOH and the suspension extracted with chloroform (3 × 30 ml.). The combined chloroform extracts were dried (anhyd. Na2SO4) and evaporated to give a yellow solid (1.7 g.). To a stirred solution of this in ethanol (100 ml) containing Raney Nickel in suspension was added dropwise a solution of hydrazine hydrate (5 ml) in ethanol (5 ml) over 30 mins. The suspension was s... Reactants: [Br-], N#CNc1ccc(Br)cc1, CC(C)(C)P(C(C)(C)C)C(C)(C)C, C1CCOC1, Cn1c(C#N)ccc1B(O)O, [F-], [K+], O=C(C=Cc1ccccc1)C=Cc1ccccc1, O=C(C=Cc1ccccc1)C=Cc1ccccc1, O=C(C=Cc1ccccc1)C=Cc1ccccc1, [Pd], [Pd]. The product is Cn1c(C#N)ccc1-c1ccc(NC#N)cc1. Reaction SMILES: [Br-:37].[Br:1][c:2]1[cH:3][cH:4][c:5]([NH:8][C:9]#[N:10])[cH:6][cH:7]1.[C:24]([P:25]([C:26]([CH3:27])([CH3:28])[CH3:29])[C:30]([CH3:31])([CH3:32])[CH3:33])([CH3:34])([CH3:35])[CH3:36].[CH2:94]1[O:95][CH2:96][CH2:97][CH2:98]1.[CH3:11][n:12]1[c:13]([B:19]([OH:20])[OH:21])[cH:14][cH:15][c:16]1[C:17]#[N:18].[F-:22].[K+:23].[O:40]=[C:41]([CH:42]=[CH:43][c:44]1[cH:45][cH:46][cH:47][cH:48][cH:49]1)[CH:50]=[CH:51][c:52]1[cH:53][cH:54][cH:55][cH:56][cH:57]1.[O:58]=[C:59]([CH:60]=[CH:61][c:62]1[cH:63][cH:64][cH:65][cH:66][cH:67]1)[CH:68]=[CH:69][c:70]1[cH:71][cH:72][cH:73][cH:74][cH:75]1.[O:76]=[C:77]([CH:78]=[CH:79][c:80]1[cH:81][cH:82][cH:83][cH:84][cH:85]1)[CH:86]=[CH:87][c:88]1[cH:89][cH:90][cH:91][cH:92][cH:93]1.[Pd:38].[Pd:39]>>[c:2]1(-[c:13]2[n:12]([CH3:11])[c:16]([C:17]#[N:18])[cH:15][cH:14]2)[cH:3][cH:4][c:5]([NH:8][C:9]#[N:10])[cH:6][cH:7]1. The solvent is C(C)#N (acetonitrile), C(C)(=O)OCC (ethyl acetate). Yields the product CN1C=C(C2=CC(=C(C=C12)OCCN1CCOCC1)OC)C1=CC=2C(=NC=CC2)N1S(=O)(=O)C1=CC=C(C=C1)C (2-[1-methyl-5-methoxy-6-(2-morpholin-4-ylethoxy)-1H-indol-3-yl]-1-(toluene-4-sulfonyl)-1H-pyrrolo[2,3-b]pyridine). Procedure details: 0.11 g of potassium carbonate and 0.14 ml of morpholine are added to a solution of 0.24 g of 2-[1-methyl-5-methoxy-6-(2-iodoethoxy)-1H-indol-3-yl]-1-(toluene-4-sulfonyl)-1H-pyrrolo[2,3-b]pyridine in 24 ml of acetonitrile, under an inert argon atmosphere at a temperature in the region of 20° C. The reaction medium is heated at 60° C. for 24 hours. After cooling, the reaction medium is concentrated under reduced pressure. The oil obtained is taken up with 10 ml of water and 10 ml of ethyl acetate.... RXN SMILES: C(=O)([O-])[O-].[K+].[K+].[NH:7]1[CH2:12][CH2:11][O:10][CH2:9][CH2:8]1.[CH3:13][N:14]1[C:22]2[C:17](=[CH:18][C:19]([O:27][CH3:28])=[C:20]([O:23][CH2:24][CH2:25]I)[CH:21]=2)[C:16]([C:29]2[N:37]([S:38]([C:41]3[CH:46]=[CH:45][C:44]([CH3:47])=[CH:43][CH:42]=3)(=[O:40])=[O:39])[C:32]3=[N:33][CH:34]=[CH:35][CH:36]=[C:31]3[CH:30]=2)=[CH:15]1.O>C(#N)C.C(OCC)(=O)C>[CH3:13][N:14]1[C:22]2[C:17](=[CH:18][C:19]([O:27][CH3:28])=[C:20]([O:23][CH2:24][CH2:25][N:7]3[CH2:12][CH2:11][O:10][CH2:9][CH2:8]3)[CH:21]=2)[C:16]([C:29]2[N:37]([S:38]([C:41]3[CH:46]=[CH:45][C:44]([CH3:47])=[CH:43][CH:42]=3)(=[O:40])=[O:39])[C:32]3=[N:33][CH:34]=[CH:35][CH:36]=[C:31]3[CH:30]=2)=[CH:15]1 |f:0.1.2|. Starting materials: O (water), C([O-])([O-])=O.[K+].[K+] (potassium carbonate), N1CCOCC1 (morpholine), CN1C=C(C2=CC(=C(C=C12)OCCI)OC)C1=CC=2C(=NC=CC2)N1S(=O)(=O)C1=CC=C(C=C1)C (2-[1-methyl-5-methoxy-6-(2-iodoethoxy)-1H-indol-3-yl]-1-(toluene-4-sulfonyl)-1H-pyrrolo[2,3-b]pyridine). Reaction conditions: temperature 60 celsius. Reactants: C(C)OCCBr (2-bromoethyl ethyl ether), C(CCCCCC)NC(N(C)C=1C=C(C=CC1)C1=C(C=C(C=C1)CCC(=O)OC)O)=O (methyl 3-[3′-(3-heptyl-1-methylureido)-2-hydroxybiphenyl-4-yl]propanoate), C([O-])([O-])=O.[K+].[K+] (potassium carbonate). The solvent is C(C)C(=O)C (methyl ethyl ketone). Yields the product C(C)OCCOC1=C(C=CC(=C1)CCC(=O)OC)C1=CC(=CC=C1)N(C(=O)NCCCCCCC)C (methyl 3-[2-(2-ethoxyethoxy)-3′-(3-heptyl-1-methylureido)biphenyl-4-yl]propanoate). As a reaction SMILES: [CH2:1]([O:3][CH2:4][CH2:5]Br)[CH3:2].[CH2:7]([NH:14][C:15](=[O:37])[N:16]([C:18]1[CH:19]=[C:20]([C:24]2[CH:29]=[CH:28][C:27]([CH2:30][CH2:31][C:32]([O:34][CH3:35])=[O:33])=[CH:26][C:25]=2[OH:36])[CH:21]=[CH:22][CH:23]=1)[CH3:17])[CH2:8][CH2:9][CH2:10][CH2:11][CH2:12][CH3:13].C(=O)([O-])[O-].[K+].[K+]>C(C(C)=O)C>[CH2:1]([O:3][CH2:4][CH2:5][O:36][C:25]1[CH:26]=[C:27]([CH2:30][CH2:31][C:32]([O:34][CH3:35])=[O:33])[CH:28]=[CH:29][C:24]=1[C:20]1[CH:21]=[CH:22][CH:23]=[C:18]([N:16]([CH3:17])[C:15]([NH:14][CH2:7][CH2:8][CH2:9][CH2:10][CH2:11][CH2:12][CH3:13])=[O:37])[CH:19]=1)[CH3:2] |f:2.3.4|. Procedure: In a manner similar to that of Example (25a), by reaction of 500 μL (4.43 mmol, 5.4 eq) of 2-bromoethyl ethyl ether and 350 mg (0.82 mmol, 1 eq) of methyl 3-[3′-(3-heptyl-1-methylureido)-2-hydroxybiphenyl-4-yl]propanoate (prepared in Example 15f) in 10 ml of methyl ethyl ketone in the presence of 500 mg (3.61 mmol, 4.4 eq) of potassium carbonate at 90° C. for 12 hours, methyl 3-[2-(2-ethoxyethoxy)-3′-(3-heptyl-1-methylureido)biphenyl-4-yl]propanoate is obtained in oil form and is used in the fol...